From a dataset of the Open Reaction Database (ORD), a public repository of structured organic reaction records. describe an organic reaction: reactants, conditions, products, and yield Reactants: O (water), C(CC)C1=NC2=CC=CC=C2C(N1CC1=CC=CC=C1)=O (2-propyl-3-benzylquinazolin-4-one), C(C)(=O)[O-].[Na+] (sodium acetate), BrBr (Bromine). The solvent is C(C)(=O)O (acetic acid), C(C)(=O)O (acetic acid). Reaction conditions: time 1.5 hour. Yields the product BrC(CC)C1=NC2=CC=CC=C2C(N1CC1=CC=CC=C1)=O (2-(I′-bromopropyl)-3-benzylquinazolin-4-one). As a reaction SMILES: [CH2:1]([C:4]1[N:13]([CH2:14][C:15]2[CH:20]=[CH:19][CH:18]=[CH:17][CH:16]=2)[C:12](=[O:21])[C:11]2[C:6](=[CH:7][CH:8]=[CH:9][CH:10]=2)[N:5]=1)[CH2:2][CH3:3].C([O-])(=O)C.[Na+].[Br:27]Br.O>C(O)(=O)C>[Br:27][CH:1]([C:4]1[N:13]([CH2:14][C:15]2[CH:16]=[CH:17][CH:18]=[CH:19][CH:20]=2)[C:12](=[O:21])[C:11]2[C:6](=[CH:7][CH:8]=[CH:9][CH:10]=2)[N:5]=1)[CH2:2][CH3:3] |f:1.2|. Procedure details: To a three-neck 250 mL round-bottom flask equipped with a thermometer, dropping funnel, and efficient magnetic stir bar was added compound 4 (27.8 g, 0.10 mole), anhydrous sodium acetate (10.0 g) and glacial acetic acid (130 mL). Bromine (16.0 g, 0.10 mole) dissolved in acetic acid (10 mL) was added dropwise to the above solution at 40° C. for 1-2 h. After addition was complete, the mixture was poured into water (1500 mL) and stirred for 1-2 h at room temperature. The precipitated product, 2-(I′... Starting materials: CSSC, [Cu], CCCCON=O, Cc1cccc(N)c1C1=NOCC1. The product is CSc1cccc(C)c1C1=NOCC1. RXN SMILES: [CH3:21][S:22][S:23][CH3:24].[Cu:25].[N:14]([O:15][CH2:16][CH2:17][CH2:18][CH3:19])=[O:20].[O:1]1[N:2]=[C:3]([c:6]2[c:7]([NH2:8])[cH:9][cH:10][cH:11][c:12]2[CH3:13])[CH2:4][CH2:5]1>>[O:1]1[N:2]=[C:3]([c:6]2[c:7]([S:22][CH3:21])[cH:9][cH:10][cH:11][c:12]2[CH3:13])[CH2:4][CH2:5]1. The reactants are CN(C)c1ccc(-c2n[nH]c3ccc(C#N)cc23)cc1, Cl, [Na+], [OH-]. Product: CN(C)c1ccc(-c2n[nH]c3ccc(C(N)=O)cc23)cc1. Reaction SMILES: [CH3:1][N:2]([c:3]1[cH:4][cH:5][c:6](-[c:9]2[n:10][nH:11][c:12]3[cH:13][cH:14][c:15]([C:18]#[N:19])[cH:16][c:17]23)[cH:7][cH:8]1)[CH3:20].[ClH:23].[Na+:22].[OH-:21]>>[CH3:1][N:2]([c:3]1[cH:4][cH:5][c:6](-[c:9]2[n:10][nH:11][c:12]3[cH:13][cH:14][c:15]([C:18]([NH2:19])=[O:21])[cH:16][c:17]23)[cH:7][cH:8]1)[CH3:20].